Dataset: the Open Reaction Database (ORD), a public repository of structured organic reaction records. Task: describe an organic reaction: reactants, conditions, products, and yield The reactants are OC1=CC=C(C(=O)O)C=C1 (4-Hydroxybenzoic acid), NC1=CC=CC=C1 (aniline), CCN=C=NCCCN(C)C (EDCI). Run in CN(C)C=O (DMF). Reaction conditions: time 8 hour. Product: OC1=CC=C(C(=O)NC2=CC=CC=C2)C=C1 (4-Hydroxy-N-phenyl-benzamide). The yield is 29.2%. Reaction SMILES: [OH:1][C:2]1[CH:10]=[CH:9][C:5]([C:6]([OH:8])=O)=[CH:4][CH:3]=1.[NH2:11][C:12]1[CH:17]=[CH:16][CH:15]=[CH:14][CH:13]=1.CCN=C=NCCCN(C)C>CN(C=O)C>[OH:1][C:2]1[CH:3]=[CH:4][C:5]([C:6]([NH:11][C:12]2[CH:17]=[CH:16][CH:15]=[CH:14][CH:13]=2)=[O:8])=[CH:9][CH:10]=1. Procedure details: 4-Hydroxybenzoic acid (1.1 g, 7.96 mmoL) and aniline (742 mg, 7.23 mmol) were dissolved in 20 mL of dry DMF. To the above solution EDCI (1.53 g, 7.23 mmol) was added in one portion and the resulting mixture was stirred at rt overnight under nitrogen. The reaction mixture was then partitioned between EtOAc (200 mL) and water (200 mL). The organic layer was separated, washed consecutively with 1 N HCl, water, saturated sodium bicarbonate solution, water, and brine, and dried over MgSO4. Solvent wa... The reactants are CN1CCOCC1, CCN=C=NCCCN(C)C, ClCCl, Cl, NCc1ccccc1, O=C(O)C1COCC(=O)N1Cc1ccccc1, On1nnc2ccccc21. The product is O=C(NCc1ccccc1)C1COCC(=O)N1Cc1ccccc1. RXN SMILES: [CH3:28][N:29]1[CH2:30][CH2:31][O:32][CH2:33][CH2:34]1.[CH3:44][N:45]([CH3:46])[CH2:47][CH2:48][CH2:49][N:50]=[C:51]=[N:52][CH2:53][CH3:54].[Cl:55][CH2:56][Cl:57].[ClH:43].[NH2:35][CH2:36][c:37]1[cH:38][cH:39][cH:40][cH:41][cH:42]1.[O:1]=[C:2]1[N:3]([CH2:11][c:12]2[cH:13][cH:14][cH:15][cH:16][cH:17]2)[CH:4]([C:8](=[O:9])[OH:10])[CH2:5][O:6][CH2:7]1.[OH:18][n:19]1[c:20]2[cH:21][cH:22][cH:23][cH:24][c:25]2[n:26][n:27]1>>[O:1]=[C:2]1[N:3]([CH2:11][c:12]2[cH:13][cH:14][cH:15][cH:16][cH:17]2)[CH:4]([C:8](=[O:10])[NH:35][CH2:36][c:37]2[cH:38][cH:39][cH:40][cH:41][cH:42]2)[CH2:5][O:6][CH2:7]1. Starting materials: C(=O)([O-])[O-].[K+].[K+] (K2CO3), O1C(CCC1)OS(=O)(=O)C1=CC=C(C=C1)C (toluene-4-sulfonic acid tetrahydrofuran-2-yl ester), NC1=CC=C(C=C1)C=1N(C2=CC(=CC=C2C1C#N)O)C1CC1 (2-(4-aminophenyl)-1-cyclopropyl-6-hydroxyindole-3-carbonitrile). The solvent is C(C)#N (acetonitrile). Reaction conditions: temperature 80 celsius, time 8 hour. The product is NC1=CC=C(C=C1)C=1N(C2=CC(=CC=C2C1C#N)OC1OCCC1)C1CC1 (2-(4-aminophenyl)-1-cyclopropyl-6-(tetrahydrofuran-2-yloxy)indole-3-carbonitrile). Yield: 75.1%. Reaction SMILES: [NH2:1][C:2]1[CH:7]=[CH:6][C:5]([C:8]2[N:9]([CH:20]3[CH2:22][CH2:21]3)[C:10]3[C:15]([C:16]=2[C:17]#[N:18])=[CH:14][CH:13]=[C:12]([OH:19])[CH:11]=3)=[CH:4][CH:3]=1.C([O-])([O-])=O.[K+].[K+].[O:29]1[CH2:33][CH2:32][CH2:31][CH:30]1OS(C1C=CC(C)=CC=1)(=O)=O>C(#N)C>[NH2:1][C:2]1[CH:7]=[CH:6][C:5]([C:8]2[N:9]([CH:20]3[CH2:21][CH2:22]3)[C:10]3[C:15]([C:16]=2[C:17]#[N:18])=[CH:14][CH:13]=[C:12]([O:19][CH:30]2[CH2:31][CH2:32][CH2:33][O:29]2)[CH:11]=3)=[CH:4][CH:3]=1 |f:1.2.3|. Procedure details: 2-(4-aminophenyl)-1-cyclopropyl-6-hydroxyindole-3-carbonitrile (0.29 g, 1.0 mmol), prepared in example 1DD, step A, is mixed with K2CO3 (0.35 g, 2.5 mmol), toluene-4-sulfonic acid tetrahydrofuran-2-yl ester (0.36 g, 1.5 mmol) and acetonitrile (5 mL) and the mixture is stirred at 80° C. overnight. The solvent is removed in vacuum and the residue is treated with DCM and chromatographed (silica gel, DCM/EtOAc, 9/1) to provide 2-(4-aminophenyl)-1-cyclopropyl-6-(tetrahydrofuran-2-yloxy)indole-3-carbo... Starting materials: C1(=CC=CC=C1)O (phenol), [OH-].[Na+] (NaOH), C(Cl)C1CO1 (epichlorohydrin), O (water). Run in C(C)O (ethanol), CO (methanol). Conditions: time 16 hour. Yields the product O(C1=CC=CC=C1)CCC (phenoxy propane). Reaction SMILES: [C:1]1([OH:7])[CH:6]=[CH:5][CH:4]=[CH:3][CH:2]=1.[OH-].[Na+].[CH2:10]([CH:12]1O[CH2:13]1)Cl.O>C(O)C.CO>[O:7]([CH2:10][CH2:12][CH3:13])[C:1]1[CH:6]=[CH:5][CH:4]=[CH:3][CH:2]=1 |f:1.2|. Reported procedure: 1.840 g (0.008 mole) of 4- (2-nitroxy)ethoxymethyl!phenol, dissolved in a mixture of 10.6 ml of ethanol and 10 ml (0.010 mole) of 1N NaOH, were added slowly to a solution of 15.970 g (13.5 ml, 0.172 mole) of epichlorohydrin in 7 ml of methanol. The mixture was stirred for 16 hours at room temperature. 50 ml of water were added and the mixture was concentrated at reduced pressure at 40° C. The residue was extracted with a mixture of 100 ml of ethyl acetate and 100 ml of water. It was decanted and... Reactants: CC(=O)OC1CCCC(=O)Nc2ccccc21, CCO. The product is O=C1CCCCc2ccccc2N1. Reaction SMILES: [C:1]([O:2][CH:5]1[CH2:6][CH2:7][CH2:8][C:9](=[O:17])[NH:10][c:11]2[c:12]1[cH:13][cH:14][cH:15][cH:16]2)(=[O:3])[CH3:4].[CH3:18][CH2:19][OH:20]>>[CH2:5]1[CH2:6][CH2:7][CH2:8][C:9](=[O:17])[NH:10][c:11]2[c:12]1[cH:13][cH:14][cH:15][cH:16]2. Starting materials: CC1(C)CC(=O)OC(=O)C1, COc1cnc(N)nc1, ClCCl. The product is COc1cnc(N2C(=O)CC(C)(C)CC2=O)nc1. Reaction SMILES: [CH3:10][C:11]1([CH3:19])[CH2:12][C:13](=[O:14])[O:15][C:16](=[O:18])[CH2:17]1.[CH3:1][O:2][c:3]1[cH:4][n:5][c:6]([NH2:9])[n:7][cH:8]1.[Cl:20][CH2:21][Cl:22]>>[CH3:1][O:2][c:3]1[cH:4][n:5][c:6]([N:9]2[C:13](=[O:14])[CH2:12][C:11]([CH3:10])([CH3:19])[CH2:17][C:16]2=[O:15])[n:7][cH:8]1.